From a dataset of the Open Reaction Database (ORD), a public repository of structured organic reaction records. describe an organic reaction: reactants, conditions, products, and yield Starting materials: C(C)(C)NC(C)C (diisopropylamine), C(CCC)[Li] (butyl lithium), C(C1=CC=CC=C1)Br (benzyl bromide), C1(CCCO1)=O (γ-butyrolactone). The solvent is C1CCOC1 (THF). Reaction conditions: temperature -70 celsius, time 30 minute. Product: C(C1=CC=CC=C1)C1C(=O)OCC1 (2-Benzyl-butyrolactone). Isolated yield 34.0%. As a reaction SMILES: C(NC(C)C)(C)C.C([Li])CCC.[C:13]1(=[O:18])[O:17][CH2:16][CH2:15][CH2:14]1.[CH2:19](Br)[C:20]1[CH:25]=[CH:24][CH:23]=[CH:22][CH:21]=1>C1COCC1>[CH2:19]([CH:14]1[CH2:15][CH2:16][O:17][C:13]1=[O:18])[C:20]1[CH:25]=[CH:24][CH:23]=[CH:22][CH:21]=1. Procedure details: A solution of diisopropylamine (63.0 mL) in THF was treated dropwise with butyl lithium (268 mL of 1.6M solution in hexanes) at −10° C. Upon completion of the addition, the reaction mixture was cooled to −70° C. and then treated dropwise with γ-butyrolactone (33.0 mL) keeping the speed of the addition at such a rate that the temperature of the mixture remained below −60° C. After stirring for additional 30 min at −70° C., the mixture was treated dropwise with benzyl bromide (51.0 mL) again keepi... Starting materials: ClC=1C=CC(=NC1)S(=O)(=O)CC (5-chloro-2-ethanesulfonyl-pyridine), C([O-])([O-])=O.[Cs+].[Cs+] (cesium carbonate), FC=1C=C(C=CC1O)NC(OC(C)(C)C)=O (tert-butyl (3-fluoro-4-hydroxy-phenyl)-carbamate). Run in CN(C=O)C (dimethylformamide). Conditions: temperature 100 celsius, time 3 hour. Yields the product FC=1C=C(C=CC1OC=1C=NC(=CC1)S(=O)(=O)CC)N (3-fluoro-4-(6-ethanesulfonyl-pyridin-3-yloxy)-phenylamine). As a reaction SMILES: Cl[C:2]1[CH:3]=[CH:4][C:5]([S:8]([CH2:11][CH3:12])(=[O:10])=[O:9])=[N:6][CH:7]=1.C(=O)([O-])[O-].[Cs+].[Cs+].[F:19][C:20]1[CH:21]=[C:22]([NH:27]C(=O)OC(C)(C)C)[CH:23]=[CH:24][C:25]=1[OH:26]>CN(C)C=O>[F:19][C:20]1[CH:21]=[C:22]([NH2:27])[CH:23]=[CH:24][C:25]=1[O:26][C:2]1[CH:7]=[N:6][C:5]([S:8]([CH2:11][CH3:12])(=[O:10])=[O:9])=[CH:4][CH:3]=1 |f:1.2.3|. Procedure details: 10.9 g of 5-chloro-2-ethanesulfonyl-pyridine and 1.6 g of cesium carbonate were added to a dimethylformamide (150 ml) solution of 10.0 g of tert-butyl (3-fluoro-4-hydroxy-phenyl)-carbamate obtained in Example 196 (step 1), and the reaction liquid was stirred at 100° C. for 3 hours. The solvent was evaporated away under reduced pressure, diluted with chloroform, washed with aqueous saturated sodium bicarbonate, and dried with anhydrous sodium sulfate. The solvent was evaporated away under reduced... The reactants are C[C@H]1OC2=C(C1)C(=C(C=C2N)C)C2CCNCC2 ((R)-2,5-dimethyl-4-(piperidin-4-yl)-2,3-dihydrobenzofuran-7-amine), C[C@@H]1OC2=C(C1)C(=C(C=C2N)C)C2=CC=NC=C2 ((S)-2,5-dimethyl-4-(pyridin-4-yl)-2,3-dihydrobenzofuran-7-amine). Product: C[C@@H]1OC2=C(C1)C(=C(C=C2N)C)C2CCNCC2 ((S)-2,5-dimethyl-4-(piperidin-4-yl)-2,3-dihydrobenzofuran-7-amine). Reaction SMILES: [CH3:1][C@@H:2]1[CH2:6][C:5]2[C:7]([CH:13]3[CH2:18][CH2:17][NH:16][CH2:15][CH2:14]3)=[C:8]([CH3:12])[CH:9]=[C:10]([NH2:11])[C:4]=2[O:3]1.C[C@H]1CC2C(C3C=CN=CC=3)=C(C)C=C(N)C=2O1>>[CH3:1][C@H:2]1[CH2:6][C:5]2[C:7]([CH:13]3[CH2:18][CH2:17][NH:16][CH2:15][CH2:14]3)=[C:8]([CH3:12])[CH:9]=[C:10]([NH2:11])[C:4]=2[O:3]1. Procedure: The title compound 5h was prepared according to the method for preparation of compound 3i of Example 3 by replacing 3h with 5g. MS-ESI (m/z): 247 (M+1)+.